From a dataset of the Open Reaction Database (ORD), a public repository of structured organic reaction records. describe an organic reaction: reactants, conditions, products, and yield Starting materials: CO, COc1cc2c(cc1[N+](=O)[O-])CCN(CC(O)C(F)(F)F)CC2, [H][H], O, [Pd]. Yields the product COc1cc2c(cc1N)CCN(CC(O)C(F)(F)F)CC2. Reaction SMILES: [CH3:27][OH:28].[F:1][C:2]([CH:3]([CH2:4][N:5]1[CH2:6][CH2:7][c:8]2[c:9]([cH:12][c:13]([O:19][CH3:20])[c:14]([N+:16]([O-:17])=[O:18])[cH:15]2)[CH2:10][CH2:11]1)[OH:21])([F:22])[F:23].[H:25][H:26].[OH2:24].[Pd:29]>>[F:1][C:2]([CH:3]([CH2:4][N:5]1[CH2:6][CH2:7][c:8]2[c:9]([cH:12][c:13]([O:19][CH3:20])[c:14]([NH2:16])[cH:15]2)[CH2:10][CH2:11]1)[OH:21])([F:22])[F:23]. Reactants: N1C=C(C2=CC=CC=C12)CC(=O)O (indole-3acetic acid), S(O)(O)(=O)=O (sulfuric acid), C(C)O (ethanol), [OH-].[Na+] (sodium hydroxide). Run at temperature 0 celsius. The product is C(C)OC(=O)CC1=CNC2=CC=CC=C12 (3-Ethoxycarbonylmethylindole). Isolated yield 90.0%. Reaction SMILES: [NH:1]1[C:9]2[C:4](=[CH:5][CH:6]=[CH:7][CH:8]=2)[C:3]([CH2:10][C:11]([OH:13])=[O:12])=[CH:2]1.S(=O)(=O)(O)O.[OH-].[Na+].[CH2:21](O)[CH3:22]>>[CH2:21]([O:12][C:11]([CH2:10][C:3]1[C:4]2[C:9](=[CH:8][CH:7]=[CH:6][CH:5]=2)[NH:1][CH:2]=1)=[O:13])[CH3:22] |f:2.3|. Reported procedure: A mixture of 5.0 g (28.5 mmols) of indole-3acetic acid, 250 ml of ethanol and 5 ml of conc. sulfuric acid was heated under reflux for 2 hours. After cooling to 0° C., the mixture was neutralized with a 2 normal aqueous sodium hydroxide solution. The solvent was evaporated under reduced pressure, and then water was added to the residue followed by extraction of the solution with chloroform. The chloroform layer was washed with an aqueous saturated sodium chloride solution and dried over anhydrous... Reagents/catalysts: [Cu]I (copper(I) iodide). As a reaction SMILES: N[C:2]1[CH:3]=[CH:4][C:5]([Cl:27])=[C:6]([C:8]2[C:13](=[O:14])[N:12]([CH3:15])[C:11]3[N:16]([C:19]4[C:24]([F:25])=[CH:23][CH:22]=[CH:21][C:20]=4[F:26])[N:17]=[CH:18][C:10]=3[CH:9]=2)[CH:7]=1.[I:28]I.[I-].[Cs+].N(OCCC(C)C)=O>COCCOC.[Cu]I>[Cl:27][C:5]1[CH:4]=[CH:3][C:2]([I:28])=[CH:7][C:6]=1[C:8]1[C:13](=[O:14])[N:12]([CH3:15])[C:11]2[N:16]([C:19]3[C:24]([F:25])=[CH:23][CH:22]=[CH:21][C:20]=3[F:26])[N:17]=[CH:18][C:10]=2[CH:9]=1 |f:2.3|. Product: ClC1=C(C=C(C=C1)I)C1=CC2=C(N(C1=O)C)N(N=C2)C2=C(C=CC=C2F)F (5-(2-Chloro-5-iodophenyl)-1-(2,6-difluorophenyl)-7-methyl-1H-pyrazolo[3,4-b]pyridin-6(7H)-one). Procedure: At RT, a mixture of 5-(5-amino-2-chlorophenyl)-1-(2,6-difluorophenyl)-7-methyl-1H-pyrazolo[3,4-b]pyridin-6(7H)-one (230 mg, 0.59 mmol), iodine (151 mg, 0.59 mmol), copper(I) iodide (34 mg, 0.18 mmol) and cesium iodide (154 mg, 0.59 mmol) in DME (4.40 mL) was treated with isoamyl nitrite (0.48 mL, 3.57 mmol) drop wise over 3 min. The reaction mixture was stirred for 4 h, and filtered through a pad of celite washing with EtOAc (100 mL). The organic layer was washed sequentially with ˜2% NH4OH (20 ... Reactants: NC=1C=CC(=C(C1)C1=CC2=C(N(C1=O)C)N(N=C2)C2=C(C=CC=C2F)F)Cl (5-(5-amino-2-chlorophenyl)-1-(2,6-difluorophenyl)-7-methyl-1H-pyrazolo[3,4-b]pyridin-6(7H)-one), II (iodine), [I-].[Cs+] (cesium iodide), N(=O)OCCC(C)C (isoamyl nitrite). The solvent is COCCOC (DME). Conditions: time 4 hour. The reactants are [H-].[Na+] (Sodium hydride), CN(C=O)C (dimethylformamide), FC=1C=C(C=CC1)O (3-fluorophenol), BrC=1C=CC(=NC1)[N+](=O)[O-] (5-bromo-2-nitropyridine). Run in O (water). Conditions: temperature 60 celsius. Product: FC=1C=C(OC=2C=CC(=NC2)[N+](=O)[O-])C=CC1 (5-(3-flurophenoxy)-2-nitropyridine). The yield is 32.5%. RXN SMILES: [H-].[Na+].CN(C)C=O.[F:8][C:9]1[CH:10]=[C:11]([OH:15])[CH:12]=[CH:13][CH:14]=1.Br[C:17]1[CH:18]=[CH:19][C:20]([N+:23]([O-:25])=[O:24])=[N:21][CH:22]=1>O>[F:8][C:9]1[CH:10]=[C:11]([CH:12]=[CH:13][CH:14]=1)[O:15][C:17]1[CH:18]=[CH:19][C:20]([N+:23]([O-:25])=[O:24])=[N:21][CH:22]=1 |f:0.1|. Reported procedure: Sodium hydride (60% dispersion in mineral oil, 0.11 g, 2.7 mmol) was mixed with 3-5 ml of dry dimethylformamide and 3-fluorophenol (0.244 ml, 2.7 mmol) was added to the stirred suspension. When the gas evolution was ceased the reaction mixture was heated at stirring at 60° C. and 5-bromo-2-nitropyridine (0.5 g, 2.5 mmol) was added to the reaction mixture in one portion. The reaction-mixture was stirred at 60° C. for about 12 hours. The reaction mixture was then mixed with 50 ml of water and extr... Reactants: CCS(=O)(=O)Cl, CCOC(C)=O, CC(C)(C)OC(=O)NC(CN)c1ccccc1C(F)(F)F, c1ccncc1. Product: CCS(=O)(=O)NCC(NC(=O)OC(C)(C)C)c1ccccc1C(F)(F)F. RXN SMILES: [CH2:22]([CH3:23])[S:24](=[O:25])(=[O:26])[Cl:27].[CH3:34][CH2:35][O:36][C:37](=[O:38])[CH3:39].[NH2:1][CH2:2][CH:3]([c:4]1[c:5]([C:10]([F:11])([F:12])[F:13])[cH:6][cH:7][cH:8][cH:9]1)[NH:14][C:15]([O:16][C:17]([CH3:18])([CH3:19])[CH3:20])=[O:21].[cH:28]1[cH:29][cH:30][n:31][cH:32][cH:33]1>>[NH:1]([CH2:2][CH:3]([c:4]1[c:5]([C:10]([F:11])([F:12])[F:13])[cH:6][cH:7][cH:8][cH:9]1)[NH:14][C:15]([O:16][C:17]([CH3:18])([CH3:19])[CH3:20])=[O:21])[S:24]([CH2:22][CH3:23])(=[O:25])=[O:26]. The reactants are ClC1=CC(=NC(=C1Cl)C1=CC=C(C=C1)OC)C(=O)O (4,5-dichloro-6-(4-methoxyphenyl)-picolinic acid), S(=O)(Cl)Cl (thionyl chloride), CN(C=O)C (dimethylformamide), CN(C)C1=NC=CC=C1 (dimethylaminopyridine). The solvent is C1(=CC=CC=C1)C (toluene), C1(=CC=CC=C1)C (Toluene), CO (methanol). Run at temperature 80 celsius. Product: ClC1=CC(=NC(=C1Cl)C1=CC=C(C=C1)OC)C(=O)Cl (4,5-Dichloro-6-(4-methoxyphenyl)-picolinoyl chloride), solid. Yield: 97.0%. RXN SMILES: [Cl:1][C:2]1[C:7]([Cl:8])=[C:6]([C:9]2[CH:14]=[CH:13][C:12]([O:15][CH3:16])=[CH:11][CH:10]=2)[N:5]=[C:4]([C:17]([OH:19])=O)[CH:3]=1.S(Cl)([Cl:22])=O.CN(C)C=O.CN(C1C=CC=CN=1)C>C1(C)C=CC=CC=1.CO>[Cl:1][C:2]1[C:7]([Cl:8])=[C:6]([C:9]2[CH:14]=[CH:13][C:12]([O:15][CH3:16])=[CH:11][CH:10]=2)[N:5]=[C:4]([C:17]([Cl:22])=[O:19])[CH:3]=1. Procedure: To a mixture of 4,5-dichloro-6-(4-methoxyphenyl)-picolinic acid (4.50 g, 15.1 mmol) in toluene (40 mL) was added thionyl chloride (1.65 mL, 22.6 mmol) and dimethylformamide (0.06 mL, 0.8 mmol). Reaction mixture was heated at 80° C. for 12 h. HPLC analysis of an aliquot of the reaction mixture treated with methanol and dimethylaminopyridine indicated complete conversion of the starting material. Reaction mixture was allowed to cool to room temperature and concentrated under reduced pressure to pr... The reactants are CC(C)=O, [I-], [Na+], Cc1ccc(CCCCCCBr)cc1. Product: Cc1ccc(CCCCCCI)cc1. As a reaction SMILES: [CH3:17][C:18](=[O:19])[CH3:20].[I-:16].[Na+:15].[c:1]1([CH3:14])[cH:2][cH:3][c:4]([CH2:7][CH2:8][CH2:9][CH2:10][CH2:11][CH2:12][Br:13])[cH:5][cH:6]1>>[c:1]1([CH3:14])[cH:2][cH:3][c:4]([CH2:7][CH2:8][CH2:9][CH2:10][CH2:11][CH2:12][I:16])[cH:5][cH:6]1. The reactants are C1(=CC=CC=C1)C1C(OC2=C1C(=CC(=C2C)C)C)=O (3-phenyl-4,6,7-trimethyl-1-benzofuran-2 (3H)-one). As a reaction SMILES: [C:1]1([CH:7]2[C:11]3[C:12]([CH3:18])=[CH:13][C:14]([CH3:17])=[C:15]([CH3:16])[C:10]=3[O:9][C:8]2=[O:19])[CH:6]=[CH:5][CH:4]=[CH:3][CH:2]=1>C(OCC)(=O)C.CCCCCC>[OH:19][CH2:8][CH:7]([C:11]1[C:12]([CH3:18])=[CH:13][C:14]([CH3:17])=[C:15]([CH3:16])[C:10]=1[OH:9])[C:1]1[CH:2]=[CH:3][CH:4]=[CH:5][CH:6]=1 |f:1.2|. Yields the product OCC(C1=CC=CC=C1)C1=C(C(=C(C=C1C)C)C)O (2-(2-Hydroxy-1-(phenyl)ethyl)-3,5,6-trimethylphenol). Run in C(C)(=O)OCC.CCCCCC (ethyl acetate hexane). Reported procedure: Using 3-phenyl-4,6,7-trimethyl-1-benzofuran-2 (3H)-one obtained in Reference Example 228, the title compound was synthesized in the same manner as in Reference Example 8. Yield 82%. Melting point: 103-104° C. (ethyl acetate-hexane). The yield is 82.0%. Product: O=C1C=C(Nc2ccccc2F)C(=O)c2nccnc21. RXN SMILES: [Ce+3:22].[Cl-:21].[Cl-:23].[Cl-:24].[NH2:13][c:14]1[cH:15][cH:16][cH:17][cH:18][c:19]1[F:20].[n:1]1[cH:2][cH:3][n:4][c:5]2[c:10]1[C:9](=[O:11])[CH:8]=[CH:7][C:6]2=[O:12]>>[n:1]1[cH:2][cH:3][n:4][c:5]2[c:10]1[C:9](=[O:11])[C:8]([NH:13][c:14]1[cH:15][cH:16][cH:17][cH:18][c:19]1[F:20])=[CH:7][C:6]2=[O:12]. The reactants are [Ce+3], [Cl-], [Cl-], [Cl-], Nc1ccccc1F, O=C1C=CC(=O)c2nccnc21.